From a dataset of the Open Reaction Database (ORD), a public repository of structured organic reaction records. describe an organic reaction: reactants, conditions, products, and yield Reactants: Cl (hydrochloric acid), ClCC1=CC(=C(OCC=2N=C(OC2C)C=2C=CC(=C(C(=O)OC)C2)OS(=O)(=O)C)C=C1)OC (methyl 5-{4-[(4-chloromethyl-2-methoxyphenoxy)methyl]-5-methyl-1,3-oxazol-2-yl}-2-(methanesulfonyloxy)benzoate), OC1=NN(C=C1C=O)C1=CC=CC=C1 (3-hydroxy-1-phenyl-1H-pyrazole-4-carbaldehyde), C([O-])([O-])=O.[K+].[K+] (potassium carbonate). Solvent: CN(C=O)C (N,N-dimethylformamide). Reaction conditions: time 2 hour. Yields the product C(=O)C=1C(=NN(C1)C1=CC=CC=C1)OCC1=CC(=C(OCC=2N=C(OC2C)C=2C=CC(=C(C(=O)OC)C2)OS(=O)(=O)C)C=C1)OC (methyl 5-{4-[(4-{[(4-formyl-1-phenyl-1H-pyrazol-3-yl)oxy]methyl}-2-methoxyphenoxy)methyl]-5-methyl-1,3-oxazol-2-yl}-2-(methanesulfonyloxy)benzoate). Isolated yield 41.5%. As a reaction SMILES: Cl[CH2:2][C:3]1[CH:31]=[CH:30][C:6]([O:7][CH2:8][C:9]2[N:10]=[C:11]([C:15]3[CH:16]=[CH:17][C:18]([O:25][S:26]([CH3:29])(=[O:28])=[O:27])=[C:19]([CH:24]=3)[C:20]([O:22][CH3:23])=[O:21])[O:12][C:13]=2[CH3:14])=[C:5]([O:32][CH3:33])[CH:4]=1.[OH:34][C:35]1[C:39]([CH:40]=[O:41])=[CH:38][N:37]([C:42]2[CH:47]=[CH:46][CH:45]=[CH:44][CH:43]=2)[N:36]=1.C(=O)([O-])[O-].[K+].[K+].Cl>CN(C)C=O>[CH:40]([C:39]1[C:35]([O:34][CH2:2][C:3]2[CH:31]=[CH:30][C:6]([O:7][CH2:8][C:9]3[N:10]=[C:11]([C:15]4[CH:16]=[CH:17][C:18]([O:25][S:26]([CH3:29])(=[O:28])=[O:27])=[C:19]([CH:24]=4)[C:20]([O:22][CH3:23])=[O:21])[O:12][C:13]=3[CH3:14])=[C:5]([O:32][CH3:33])[CH:4]=2)=[N:36][N:37]([C:42]2[CH:47]=[CH:46][CH:45]=[CH:44][CH:43]=2)[CH:38]=1)=[O:41] |f:2.3.4|. Reported procedure: A mixture of methyl 5-{4-[(4-chloromethyl-2-methoxyphenoxy)methyl]-5-methyl-1,3-oxazol-2-yl}-2-(methanesulfonyloxy)benzoate (1.50 g), 3-hydroxy-1-phenyl-1H-pyrazole-4-carbaldehyde (0.56 g), potassium carbonate (0.41 g) and N,N-dimethylformamide (30 mL) was stirred at room temperature for 2 hrs. The reaction mixture was acidified by adding 1N hydrochloric acid, and the mixture was extracted with ethyl acetate. The organic layer was washed with saturated brine, dried over anhydrous magnesium sulfa... Starting materials: C(C)(C)(C)OC(=O)N1C(CCCC1)CC(=O)O (2-carboxymethyl-piperidine-1-carboxylic acid tert butyl ester), ClC1=CC=C(C=C1)C1=NN=NN1 (5-(4-chlorophenyl)tetrazole), C1(CCCCC1)N=C=NC1CCCCC1 (dicyclohexylcarbodiimide). The product is C(C)(C)(C)OC(=O)N1C(CCCC1)CC=1OC(=NN1)C1=CC=C(C=C1)Cl ((RS)-2-[5-(4-Chloro-phenyl)-[1,3,4]oxadiazol-2-ylmethyl]-piperidine-1-carboxylic acid tert butyl ester). Isolated yield 84.3%. RXN SMILES: [C:1]([O:5][C:6]([N:8]1[CH2:13][CH2:12][CH2:11][CH2:10][CH:9]1[CH2:14][C:15]([OH:17])=O)=[O:7])([CH3:4])([CH3:3])[CH3:2].[Cl:18][C:19]1[CH:24]=[CH:23][C:22]([C:25]2NN=[N:27][N:26]=2)=[CH:21][CH:20]=1.C1(N=C=NC2CCCCC2)CCCCC1>>[C:1]([O:5][C:6]([N:8]1[CH2:13][CH2:12][CH2:11][CH2:10][CH:9]1[CH2:14][C:15]1[O:17][C:25]([C:22]2[CH:23]=[CH:24][C:19]([Cl:18])=[CH:20][CH:21]=2)=[N:26][N:27]=1)=[O:7])([CH3:2])([CH3:3])[CH3:4]. Procedure details: The title compound (1.65 g) was prepared from 2-carboxymethyl-piperidine-1-carboxylic acid tert butyl ester (1.26 g), 5-(4-chlorophenyl)tetrazole (1.08 g) and dicyclohexylcarbodiimide (1.15 g) according to the method of description 1. The reactants are CN(C=1SC=C(N1)C1=CC=CC=C1)CC1=CC=C(C=O)C=C1 (4-[[methyl(4-phenyl-2-thiazolyl)amino]methyl]benzaldehyde), O (water), ice, C(C)OP(=O)(OCC)CC(=O)OCC (ethyl diethylphosphonoacetate), [H-].[Na+] (sodium hydride). Solvent: O1CCCC1 (tetrahydrofuran), O1CCCC1 (tetrahydrofuran). Conditions: time 30 minute. Yields the product CN(C=1SC=C(N1)C1=CC=CC=C1)CC1=CC=C(C=C1)/C=C/C(=O)OCC (ethyl (E)-3-[4-[[methyl(4-phenyl-2-thiazolyl)amino]methyl]phenyl]propenoate). Isolated yield 97.6%. Reaction SMILES: C(OP([CH2:9][C:10]([O:12][CH2:13][CH3:14])=[O:11])(OCC)=O)C.[H-].[Na+].[CH3:17][N:18]([CH2:30][C:31]1[CH:38]=[CH:37][C:34]([CH:35]=O)=[CH:33][CH:32]=1)[C:19]1[S:20][CH:21]=[C:22]([C:24]2[CH:29]=[CH:28][CH:27]=[CH:26][CH:25]=2)[N:23]=1.O>O1CCCC1>[CH3:17][N:18]([CH2:30][C:31]1[CH:32]=[CH:33][C:34](/[CH:35]=[CH:9]/[C:10]([O:12][CH2:13][CH3:14])=[O:11])=[CH:37][CH:38]=1)[C:19]1[S:20][CH:21]=[C:22]([C:24]2[CH:25]=[CH:26][CH:27]=[CH:28][CH:29]=2)[N:23]=1 |f:1.2|. Reported procedure: To an ice-cooled solution of ethyl diethylphosphonoacetate (0.81 g, 3.6 mmol) in tetrahydrofuran (10 mL) was added 60% sodium hydride (0.14 g, 3.4 mmol), and the mixture was stirred for 30 min. A solution of 4-[[methyl(4-phenyl-2-thiazolyl)amino]methyl]benzaldehyde (0.80 g, 2.6 mmol) in tetrahydrofuran (10 mL) was added dropwise. The mixture was stirred at room temperature for 3 hrs, water was added, and the mixture was extracted with ethyl acetate. The extract was dried and concentrated. The re... The reactants are L(+)diisopropyl tartrate, C(C)(C)(C)OO (tert-butylhydroperoxide), C(C)(C)CC(C)(C)C (isooctane), C(CC(O)(C(=O)O)CC(=O)O)(=O)O (citric acid), FeSO4, 4A, C(\C=C\CCCCCCC)O (E-2-decen-1-ol), 3A. The reagents and catalysts are CC(C)O[Ti](OC(C)C)(OC(C)C)OC(C)C (Ti(OiPr)4). Run in O (H2O), C(Cl)Cl (CH2Cl2), C(Cl)Cl (CH2Cl2). Reaction conditions: temperature 0 celsius, time 15 minute. Product: C(CCCCCC)[C@H]1[C@@H](O1)CO ((2S-trans)-3-heptyloxirane methanol). Reaction SMILES: C([O:5]O)(C)(C)C.C(CC(C)(C)C)(C)C.[CH2:15]([OH:25])/[CH:16]=[CH:17]/[CH2:18][CH2:19][CH2:20][CH2:21][CH2:22][CH2:23][CH3:24].C(O)(=O)CC(CC(O)=O)(C(O)=O)O>C(Cl)Cl.O.CC(O[Ti](OC(C)C)(OC(C)C)OC(C)C)C>[CH2:18]([C@@H:17]1[O:5][C@H:16]1[CH2:15][OH:25])[CH2:19][CH2:20][CH2:21][CH2:22][CH2:23][CH3:24]. Procedure: A suspension of 2.00 g of 4A powdered molecular sieves in 50 ml of dry CH2Cl2 was cooled to 0° C. under argon. To the cooled suspension was added 273 mg (1.00 mmole) of Ti(OiPr)4 and 314 mg (1.34 mmole) of L(+)diisopropyl tartrate via syringe. The mixture was stirred for 15 min and cooled to -20° C. A solution of tert-butylhydroperoxide in isooctane (3.8M, 7.57 ml, 28.8 mmole) was added slowly to the mixture and the catalyst was allowed to "age" for 30 min at -20° C. A solution of 3.00 g (19.2 m... The reactants are ClC1=NC2=CC(=CC(=C2C(=C1C)Cl)F)F (2,4-dichloro-5,7-difluoro-3-methylquinoline), CSC1=C(C=CC=C1)B(O)O (2-(methylthio)phenylboronic acid). The product is ClC1=C(C(=NC2=CC(=CC(=C12)F)F)C1=C(C=CC=C1)SC)C (4-chloro-5,7-difluoro-3-methyl-2-(2-(methylthio)phenyl)quinoline). As a reaction SMILES: Cl[C:2]1[C:11]([CH3:12])=[C:10]([Cl:13])[C:9]2[C:4](=[CH:5][C:6]([F:15])=[CH:7][C:8]=2[F:14])[N:3]=1.[CH3:16][S:17][C:18]1[CH:23]=[CH:22][CH:21]=[CH:20][C:19]=1B(O)O>>[Cl:13][C:10]1[C:9]2[C:4](=[CH:5][C:6]([F:15])=[CH:7][C:8]=2[F:14])[N:3]=[C:2]([C:19]2[CH:20]=[CH:21][CH:22]=[CH:23][C:18]=2[S:17][CH3:16])[C:11]=1[CH3:12]. Reported procedure: Prepared according to Procedure F using 2,4-dichloro-5,7-difluoro-3-methylquinoline (550 mg, 2.22 mmol) and 2-(methylthio)phenylboronic acid to give 4-chloro-5,7-difluoro-3-methyl-2-(2-(methylthio)phenyl)quinoline. Mass Spectrum (ESI) m/e=336.1 (M+1). Starting materials: C1=CC=CC=2C3=CC=CC=C3C(C12)COC(=O)NC1(CCCC1)C(=O)N[C@@H](C(C)C)C(=O)N([C@H]([C@@H](CC(=O)OC(C)(C)C)OC)[C@H](CC)C)C (tert-butyl (3R,4S,55)-4-[{N-[(1-{[(9H-fluoren-9-ylmethoxy)carbonyl]amino}cyclopentyl)carbonyl]-L-valyl}(methyl)amino]-3-methoxy-5-methylheptanoate), FC(C(=O)O)(F)F (trifluoroacetic acid). The solvent is ClCCl (dichloromethane). Reaction conditions: time 18 hour. Product: C1=CC=CC=2C3=CC=CC=C3C(C12)COC(=O)NC1(CCCC1)C(=O)N[C@@H](C(C)C)C(=O)N([C@H]([C@@H](CC(=O)O)OC)[C@H](CC)C)C ((3R,4S,5S)-4-[{N-[(1—{[(9H-fluoren-9-ylmethoxy)carbonyl]amino}cyclopentyl)carbonyl]-L-valyl}(methyl)amino]-3-methoxy-5-methylheptanoic acid). RXN SMILES: [CH:1]1[C:13]2[CH:12]([CH2:14][O:15][C:16]([NH:18][C:19]3([C:24]([NH:26][C@H:27]([C:31]([N:33]([CH3:50])[C@@H:34]([C@@H:46]([CH3:49])[CH2:47][CH3:48])[C@H:35]([O:44][CH3:45])[CH2:36][C:37]([O:39]C(C)(C)C)=[O:38])=[O:32])[CH:28]([CH3:30])[CH3:29])=[O:25])[CH2:23][CH2:22][CH2:21][CH2:20]3)=[O:17])[C:11]3[C:6](=[CH:7][CH:8]=[CH:9][CH:10]=3)[C:5]=2[CH:4]=[CH:3][CH:2]=1.FC(F)(F)C(O)=O>ClCCl>[CH:10]1[C:11]2[CH:12]([CH2:14][O:15][C:16]([NH:18][C:19]3([C:24]([NH:26][C@H:27]([C:31]([N:33]([CH3:50])[C@@H:34]([C@@H:46]([CH3:49])[CH2:47][CH3:48])[C@H:35]([O:44][CH3:45])[CH2:36][C:37]([OH:39])=[O:38])=[O:32])[CH:28]([CH3:29])[CH3:30])=[O:25])[CH2:20][CH2:21][CH2:22][CH2:23]3)=[O:17])[C:13]3[C:5](=[CH:4][CH:3]=[CH:2][CH:1]=3)[C:6]=2[CH:7]=[CH:8][CH:9]=1. Reported procedure: To a solution of #27 (500 mg, 0.723 mmol) in dichloromethane (7 mL, 0.1 M) was added trifluoroacetic acid (3 mL). The reaction mixture initially became orange, then darkened over time. After stirring for 18 hours, the solvent was removed in vacuo to give #28 (460 mg, quantitative) as a dark brown glass, which was used without further purification. LC-MS: m/z 636.3 [M+H+]. Starting materials: CN(C(OCC1=CC=CC=C1)=O)C1CNCCC1 (benzyl methyl(piperidin-3-yl)carbamate), Cl.BrC1=CC=NC=C1 (4-brompyridine HCl), CCN(C(C)C)C(C)C (DIPEA). The solvent is C(CCC)O (n-butanol). The product is CN(C(OCC1=CC=CC=C1)=O)C1CN(CCC1)C1=CC=NC=C1 (Benzyl methyl(1-(pyridin-4-yl)piperidin-3-yl)carbamate). Isolated yield 77.0%. RXN SMILES: [CH3:1][N:2]([CH:13]1[CH2:18][CH2:17][CH2:16][NH:15][CH2:14]1)[C:3](=[O:12])[O:4][CH2:5][C:6]1[CH:11]=[CH:10][CH:9]=[CH:8][CH:7]=1.Cl.Br[C:21]1[CH:26]=[CH:25][N:24]=[CH:23][CH:22]=1.CCN(C(C)C)C(C)C>C(O)CCC>[CH3:1][N:2]([CH:13]1[CH2:18][CH2:17][CH2:16][N:15]([C:21]2[CH:26]=[CH:25][N:24]=[CH:23][CH:22]=2)[CH2:14]1)[C:3](=[O:12])[O:4][CH2:5][C:6]1[CH:11]=[CH:10][CH:9]=[CH:8][CH:7]=1 |f:1.2|. Reported procedure: A mixture of benzyl methyl(piperidin-3-yl)carbamate (6.32 mmol, 1.0 eq.), 4-brompyridine HCl (2.5 g, 12.64 mmol, 2.0 eq.) and DIPEA (5.7 ml, 31.6 mmol, 5.0 eq.) in n-butanol (40 ml) was refluxed for 24 hours. The reaction mixture was concentrated and the residue was taken up in DCM (200 ml) and washed with sat. NaHCO3 solution (3×100 ml), water (100 ml) and sat. NaCl solution (100 ml). The org. phase was then dried over sodium sulfate, concentrated under reduced pressure and purified by column c... The reactants are C(C)(C)OC=1OCC(C1C(=O)OC(C)C)=O (isopropyl 2-isopropoxy-4-oxo-4,5-dihydrofuran-3-carboxylate), NN1CCOCC1 (4-aminomorpholine), C(CC(=O)OC(C)C)(=O)OC(C)C (diisopropyl malonate), ClCC(=O)Cl (chloroacetyl chloride). Run in C(C)O (ethanol). Run at time 18 hour. The product is O1CCN(CC1)NC=1OCC(C1C(=O)OC(C)C)=O (isopropyl 2-(morpholinoamino)-4-oxo-4,5-dihydrofuran-3-carboxylate). RXN SMILES: C(O[C:5]1[O:6][CH2:7][C:8](=[O:16])[C:9]=1[C:10]([O:12][CH:13]([CH3:15])[CH3:14])=[O:11])(C)C.C(OC(C)C)(=O)CC(OC(C)C)=O.ClCC(Cl)=O.[NH2:35][N:36]1[CH2:41][CH2:40][O:39][CH2:38][CH2:37]1>C(O)C>[O:39]1[CH2:40][CH2:41][N:36]([NH:35][C:5]2[O:6][CH2:7][C:8](=[O:16])[C:9]=2[C:10]([O:12][CH:13]([CH3:14])[CH3:15])=[O:11])[CH2:37][CH2:38]1. Procedure details: To a solution of isopropyl 2-isopropoxy-4-oxo-4,5-dihydrofuran-3-carboxylate (12.2 g, 53.6 mmol), which similarly prepared according to the procedure described in the Example 74, Third step using diisopropyl malonate and chloroacetyl chloride, in ethanol (45 mL), 4-aminomorpholine (5.7 mL, 59.2 mmol) was added at ambient temperature. The mixture was stirred for 18 h. The solvent was removed under reduced pressure, and the crude product was suspended in methyl tert-butyl ether, then the precipita... The reactants are COCCCOc1ccccc1C(=O)NCC(CC(NC(=O)OC(C)(C)C)C(O)CNC(=O)C(C)(C)C)C(C)C, Cl. Product: COCCCOc1ccccc1C(=O)NCC(CC(N)C(O)CNC(=O)C(C)(C)C)C(C)C, Cl. Reaction SMILES: [CH3:1][C:2]([C:3](=[O:4])[NH:5][CH2:6][CH:7]([OH:8])[CH:9]([CH2:10][CH:11]([CH:12]([CH3:13])[CH3:14])[CH2:15][NH:16][C:17]([c:18]1[c:19]([O:24][CH2:25][CH2:26][CH2:27][O:28][CH3:29])[cH:20][cH:21][cH:22][cH:23]1)=[O:30])[NH:31][C:32](=[O:33])[O:34][C:35]([CH3:36])([CH3:37])[CH3:38])([CH3:39])[CH3:40].[ClH:41]>>[CH3:1][C:2]([C:3](=[O:4])[NH:5][CH2:6][CH:7]([OH:8])[CH:9]([CH2:10][CH:11]([CH:12]([CH3:13])[CH3:14])[CH2:15][NH:16][C:17]([c:18]1[c:19]([O:24][CH2:25][CH2:26][CH2:27][O:28][CH3:29])[cH:20][cH:21][cH:22][cH:23]1)=[O:30])[NH2:31])([CH3:39])[CH3:40].[ClH:41].